This data is from the Open Reaction Database (ORD), a public repository of structured organic reaction records. The task is: describe an organic reaction: reactants, conditions, products, and yield Reactants: resultant mixture, C(CCC)[B-](C1=CC=CC=C1)(C1=CC=CC=C1)C1=CC=CC=C1.[Li+] (lithium butyltriphenylborate), [Br-].C[S+](CC(=O)OCC)C (dimethylethoxycarbonylmethylsulfonium bromide). Solvent: O (water), O (water). The product is C[S+](CC(=O)OCC)C.C(CCC)[B-](C1=CC=CC=C1)(C1=CC=CC=C1)C1=CC=CC=C1 (dimethylethoxycarbonylmethylsulfonium butyltriphenylborate). Yield: 86.3%. Reaction SMILES: [CH2:1]([B-:5]([C:18]1[CH:23]=[CH:22][CH:21]=[CH:20][CH:19]=1)([C:12]1[CH:17]=[CH:16][CH:15]=[CH:14][CH:13]=1)[C:6]1[CH:11]=[CH:10][CH:9]=[CH:8][CH:7]=1)[CH2:2][CH2:3][CH3:4].[Li+].[Br-].[CH3:26][S+:27]([CH3:34])[CH2:28][C:29]([O:31][CH2:32][CH3:33])=[O:30]>O>[CH3:26][S+:27]([CH3:34])[CH2:28][C:29]([O:31][CH2:32][CH3:33])=[O:30].[CH2:1]([B-:5]([C:18]1[CH:23]=[CH:22][CH:21]=[CH:20][CH:19]=1)([C:6]1[CH:7]=[CH:8][CH:9]=[CH:10][CH:11]=1)[C:12]1[CH:17]=[CH:16][CH:15]=[CH:14][CH:13]=1)[CH2:2][CH2:3][CH3:4] |f:0.1,2.3,5.6|. Procedure: An aqueous solution of 5.00 g of lithium butyltriphenylborate in 100 ml of water was added to an aqueous solution of 3.74 g of dimethylethoxycarbonylmethylsulfonium bromide in 200 ml of water, and the resultant mixture was stirred at room temperature for 30 minutes. Then, the reaction mixture was filtered, and the resultant crystal was washed with water and dried to give 6.32 g of dimethylethoxycarbonylmethylsulfonium-butyltriphenylborate. The reactants are COc1ccc(OC)c(S(=O)(=O)N(CC(=O)OC(C)(C)C)c2nc(-c3ccc(C(C)C)cc3)cs2)c1, ClCCl, Cl, C1COCCO1. The product is COc1ccc(OC)c(S(=O)(=O)N(CC(=O)O)c2nc(-c3ccc(C(C)C)cc3)cs2)c1. As a reaction SMILES: [C:1]([CH3:2])([CH3:3])([CH3:4])[O:5][C:6]([CH2:7][N:8]([c:9]1[s:10][cH:11][c:12](-[c:14]2[cH:15][cH:16][c:17]([CH:20]([CH3:21])[CH3:22])[cH:18][cH:19]2)[n:13]1)[S:23](=[O:24])(=[O:25])[c:26]1[c:27]([O:34][CH3:35])[cH:28][cH:29][c:30]([O:32][CH3:33])[cH:31]1)=[O:36].[Cl:37][CH2:38][Cl:39].[ClH:40].[O:41]1[CH2:42][CH2:43][O:44][CH2:45][CH2:46]1>>[O:5]=[C:6]([CH2:7][N:8]([c:9]1[s:10][cH:11][c:12](-[c:14]2[cH:15][cH:16][c:17]([CH:20]([CH3:21])[CH3:22])[cH:18][cH:19]2)[n:13]1)[S:23](=[O:24])(=[O:25])[c:26]1[c:27]([O:34][CH3:35])[cH:28][cH:29][c:30]([O:32][CH3:33])[cH:31]1)[OH:36]. The reactants are CCN(C(C)C)C(C)C, O=C(Cl)C=CC1CCCCC1, C[Si](C)(C)Cl, ClCCl, NC(Cc1cc(F)cc(F)c1)C(=O)O. Yields the product O=C(C=CC1CCCCC1)NC(Cc1cc(F)cc(F)c1)C(=O)O. RXN SMILES: [CH2:20]([N:21]([CH:22]([CH3:23])[CH3:24])[CH:25]([CH3:26])[CH3:27])[CH3:28].[CH:29]1([CH:35]=[CH:36][C:37](=[O:38])[Cl:39])[CH2:30][CH2:31][CH2:32][CH2:33][CH2:34]1.[Cl:1][Si:2]([CH3:3])([CH3:4])[CH3:5].[Cl:40][CH2:41][Cl:42].[F:6][c:7]1[cH:8][c:9]([CH2:10][CH:11]([NH2:12])[C:13](=[O:14])[OH:15])[cH:16][c:17]([F:19])[cH:18]1>>[F:6][c:7]1[cH:8][c:9]([CH2:10][CH:11]([NH:12][C:37]([CH:36]=[CH:35][CH:29]2[CH2:30][CH2:31][CH2:32][CH2:33][CH2:34]2)=[O:38])[C:13](=[O:14])[OH:15])[cH:16][c:17]([F:19])[cH:18]1. Starting materials: FC=1C=C(C=NC1)C1=CC(=NC(=N1)SC)N1[C@H](COCC1)C ((S)-4-(6-(5-fluoropyridin-3-yl)-2-(methylthio)pyrimidin-4-yl)-3-methylmorpholine), C(C)NC(NC1=CC=C(C=C1)B1OC(C)(C)C(C)(C)O1)=O (4-(3-ethylureido)phenyl boronic acid pinacol ester), ClC1=NC(=NC=C1)N1[C@H](COCC1)C ((S)-4-(4-chloropyrimidin-2-yl)-3-methylmorpholine), ClC1=NC(=NC=C1)N1[C@H](COCC1)C ((S)-4-(4-chloropyrimidin-2-yl)-3-methylmorpholine). Yields the product C(C)NC(=O)NC1=CC=C(C=C1)C1=NC(=NC=C1)N1[C@H](COCC1)C ((S)-1-ethyl-3-(4-(2-(3-methylmorpholino)pyrimidin-4-yl)phenyl)urea). RXN SMILES: FC1C=C(C2N=C(SC)N=C(N3CCOC[C@@H]3C)C=2)C=NC=1.Cl[C:24]1[CH:29]=[CH:28][N:27]=[C:26]([N:30]2[CH2:35][CH2:34][O:33][CH2:32][C@@H:31]2[CH3:36])[N:25]=1.[CH2:37]([NH:39][C:40](=[O:57])[NH:41][C:42]1[CH:47]=[CH:46][C:45](B2OC(C)(C)C(C)(C)O2)=[CH:44][CH:43]=1)[CH3:38]>>[CH2:37]([NH:39][C:40]([NH:41][C:42]1[CH:47]=[CH:46][C:45]([C:24]2[CH:29]=[CH:28][N:27]=[C:26]([N:30]3[CH2:35][CH2:34][O:33][CH2:32][C@@H:31]3[CH3:36])[N:25]=2)=[CH:44][CH:43]=1)=[O:57])[CH3:38]. Procedure details: Method as described for intermediate 5 using (S)-4-(4-chloropyrimidin-2-yl)-3-methylmorpholine (intermediate 15) and 4-(3-ethylureido)phenyl boronic acid pinacol ester. Material was purified by prep HPLC (low pH) to afford a brown solid, (77 mg, 40%).